This data is from the Open Reaction Database (ORD), a public repository of structured organic reaction records. The task is: describe an organic reaction: reactants, conditions, products, and yield The reactants are FC=1C=C(C=CC1)O (3-fluorophenol), C(C(C)C)Br (isobutyl bromide), FC(S(=O)(=O)OCC(F)(F)F)(F)F (2,2,2-trifluoroethyl trifluoromethanesulfonate). The product is FC1=CC(=CC=C1)OCC(C)C (1-Fluoro-3-isobutoxybenzene). As a reaction SMILES: [F:1][C:2]1[CH:3]=[C:4]([OH:8])[CH:5]=[CH:6][CH:7]=1.[CH2:9](Br)[CH:10]([CH3:12])[CH3:11].FC(F)(F)S(OCC(F)(F)F)(=O)=O>>[F:1][C:2]1[CH:7]=[CH:6][CH:5]=[C:4]([O:8][CH2:9][CH:10]([CH3:12])[CH3:11])[CH:3]=1. Procedure details: The title compound was prepared according to the procedure described in Step 7 of EXAMPLE 7 using 3-fluorophenol and isobutyl bromide instead of methyl 4-[(4-{2-[(4-hydroxy-1,2-benzisoxazol-3-yl)oxy]ethyl}piperidin-1-yl)methyl]tetrahydro-2H-pyran-4-carboxylate and 2,2,2-trifluoroethyl trifluoromethanesulfonate.